From a dataset of the Open Reaction Database (ORD), a public repository of structured organic reaction records. describe an organic reaction: reactants, conditions, products, and yield The reactants are CCCc1c(Cc2ccc(-c3ccccc3C#N)cc2)c(=O)n(C2CCC(OCC(=O)O)CC2)c2ncnn12, CCN=C=NCCCN(C)C, CC(=O)NN, CCOC(C)=O, Cl, O, On1nnc2ccccc21. Yields the product CCCc1c(Cc2ccc(-c3ccccc3C#N)cc2)c(=O)n(C2CCC(OCC(=O)NNC(C)=O)CC2)c2ncnn12. As a reaction SMILES: [C:1](#[N:2])[c:3]1[c:4](-[c:9]2[cH:10][cH:11][c:12]([CH2:15][c:16]3[c:17](=[O:39])[n:18]([CH:28]4[CH2:29][CH2:30][CH:31]([O:34][CH2:35][C:36](=[O:37])[OH:38])[CH2:32][CH2:33]4)[c:19]4[n:20]([c:21]3[CH2:22][CH2:23][CH3:24])[n:25][cH:26][n:27]4)[cH:13][cH:14]2)[cH:5][cH:6][cH:7][cH:8]1.[CH2:46]([N:47]=[C:48]=[N:49][CH2:50][CH2:51][CH2:52][N:53]([CH3:54])[CH3:55])[CH3:56].[CH3:40][C:41](=[O:42])[NH:43][NH2:44].[CH3:68][CH2:69][O:70][C:71](=[O:72])[CH3:73].[ClH:45].[OH2:67].[OH:57][n:58]1[c:59]2[cH:60][cH:61][cH:62][cH:63][c:64]2[n:65][n:66]1>>[C:1](#[N:2])[c:3]1[c:4](-[c:9]2[cH:10][cH:11][c:12]([CH2:15][c:16]3[c:17](=[O:39])[n:18]([CH:28]4[CH2:29][CH2:30][CH:31]([O:34][CH2:35][C:36](=[O:37])[NH:44][NH:43][C:41]([CH3:40])=[O:42])[CH2:32][CH2:33]4)[c:19]4[n:20]([c:21]3[CH2:22][CH2:23][CH3:24])[n:25][cH:26][n:27]4)[cH:13][cH:14]2)[cH:5][cH:6][cH:7][cH:8]1. Starting materials: CCCCCCCOc1ccc(O)cc1, [Cl-], [H-], [Na+], [Na+], N#Cc1ccc2c(ccn2CC2CO2)c1, CN(C)C=O. Product: CCCCCCCOc1ccc(OCC(O)Cn2ccc3cc(C#N)ccc32)cc1. As a reaction SMILES: [CH2:3]([CH2:4][CH2:5][CH2:6][CH2:7][CH2:8][CH3:9])[O:10][c:11]1[cH:12][cH:13][c:14]([OH:17])[cH:15][cH:16]1.[Cl-:33].[H-:1].[Na+:2].[Na+:34].[O:18]1[CH:19]([CH2:21][n:22]2[cH:23][cH:24][c:25]3[cH:26][c:27]([C:31]#[N:32])[cH:28][cH:29][c:30]23)[CH2:20]1.[O:35]=[CH:36][N:37]([CH3:38])[CH3:39]>>[CH2:3]([CH2:4][CH2:5][CH2:6][CH2:7][CH2:8][CH3:9])[O:10][c:11]1[cH:12][cH:13][c:14]([O:17][CH2:20][CH:19]([OH:18])[CH2:21][n:22]2[cH:23][cH:24][c:25]3[cH:26][c:27]([C:31]#[N:32])[cH:28][cH:29][c:30]23)[cH:15][cH:16]1.